Dataset: the Open Reaction Database (ORD), a public repository of structured organic reaction records. Task: describe an organic reaction: reactants, conditions, products, and yield The reactants are COCOc1ccc(C2(O)CCC(c3ccc(O[Si](C)(C)C(C)(C)C)cc3)CC2)c(OCOC)c1, O=C([O-])O, Cc1ccccc1, [Na+], O, Cc1ccc(S(=O)(=O)O)cc1. Product: COCOc1ccc(C2=CCC(c3ccc(O[Si](C)(C)C(C)(C)C)cc3)CC2)c(OCOC)c1. Reaction SMILES: [C:1]([CH3:2])([CH3:3])([CH3:4])[Si:5]([O:6][c:7]1[cH:8][cH:9][c:10]([CH:13]2[CH2:14][CH2:15][C:16]([OH:19])([c:20]3[c:21]([O:30][CH2:31][O:32][CH3:33])[cH:22][c:23]([O:26][CH2:27][O:28][CH3:29])[cH:24][cH:25]3)[CH2:17][CH2:18]2)[cH:11][cH:12]1)([CH3:34])[CH3:35].[C:48](=[O:49])([OH:50])[O-:51].[CH3:53][c:54]1[cH:55][cH:56][cH:57][cH:58][cH:59]1.[Na+:52].[OH2:36].[c:37]1([CH3:38])[cH:39][cH:40][c:41]([S:42]([OH:43])(=[O:44])=[O:45])[cH:46][cH:47]1>>[C:1]([CH3:2])([CH3:3])([CH3:4])[Si:5]([O:6][c:7]1[cH:8][cH:9][c:10]([CH:13]2[CH2:14][CH:15]=[C:16]([c:20]3[c:21]([O:30][CH2:31][O:32][CH3:33])[cH:22][c:23]([O:26][CH2:27][O:28][CH3:29])[cH:24][cH:25]3)[CH2:17][CH2:18]2)[cH:11][cH:12]1)([CH3:34])[CH3:35]. Reactants: COc1cccc(C23CCCCC2[N+](C)(C)CC3)c1, [I-], [Na+], [OH-], O. Product: COc1cccc(C2(CCN(C)C)C=CCCC2)c1. RXN SMILES: [CH3:2][O:3][c:4]1[cH:5][c:6]([C:10]23[CH2:11][CH2:12][N+:13]([CH3:19])([CH3:20])[CH:14]2[CH2:15][CH2:16][CH2:17][CH2:18]3)[cH:7][cH:8][cH:9]1.[I-:1].[Na+:22].[OH-:21].[OH2:23]>>[CH3:2][O:3][c:4]1[cH:5][c:6]([C:10]2([CH2:11][CH2:12][N:13]([CH3:19])[CH3:20])[CH:14]=[CH:15][CH2:16][CH2:17][CH2:18]2)[cH:7][cH:8][cH:9]1. Reactants: FC1=C(C=CC(=C1)F)C=1N=C(SC1C(=O)N)C=1C(=NN2C1C=CC=C2)C (4-(2,4-difluorophenyl)-2-(2-methylpyrazolo[1,5-a]pyridin-3-yl)-1,3-thiazole-5-carboxamide), O.NN (hydrazine monohydrate), COC(N(C)C)OC (1,1-Dimethoxy-N,N-dimethylmethanamine). Run at temperature 100 celsius, time 1 hour. Yields the product FC1=C(C=CC(=C1)F)C=1N=C(SC1C1=NNC=N1)C=1C(=NN2C1C=CC=C2)C (3-[4-(2,4-difluorophenyl)-5-(1H-1,2,4-triazol-3-yl)-1,3-thiazol-2-yl]-2-methylpyrazolo[1,5-a]pyridine). Isolated yield 84.0%. As a reaction SMILES: [F:1][C:2]1[CH:7]=[C:6]([F:8])[CH:5]=[CH:4][C:3]=1[C:9]1[N:10]=[C:11]([C:17]2[C:18]([CH3:26])=[N:19][N:20]3[CH:25]=[CH:24][CH:23]=[CH:22][C:21]=23)[S:12][C:13]=1[C:14]([NH2:16])=O.O.[NH2:28]N.COC(OC)[N:33]([CH3:35])C>>[F:1][C:2]1[CH:7]=[C:6]([F:8])[CH:5]=[CH:4][C:3]=1[C:9]1[N:10]=[C:11]([C:17]2[C:18]([CH3:26])=[N:19][N:20]3[CH:25]=[CH:24][CH:23]=[CH:22][C:21]=23)[S:12][C:13]=1[C:14]1[N:33]=[CH:35][NH:28][N:16]=1 |f:1.2|. Procedure: A suspension of 4-(2,4-difluorophenyl)-2-(2-methylpyrazolo[1,5-a]pyridin-3-yl)-1,3-thiazole-5-carboxamide (180 mg, 0.442 mmol, 0.5 equiv DMF adduct) obtained above in 1,1-Dimethoxy-N,N-dimethylmethanamine (3 mL) was stirred for 1 h at 100° C. and then the mixture was concentrated under reduced pressure. The residue was dissolved in AcOH (3 mL) and then was added hydrazine monohydrate (108 μL, 2.21 mmol). The resulting mixture was stirred for 1 h at 100° C. and then concentrated under reduced pre... Starting materials: O=C1N(C(C2=CC=CC=C12)=O)CCCC/C=C/C1=C(N(C2=CC=C(C=C12)F)CCCOC1=CC=CC2=CC=CC=C12)C(=O)OCC ((E)-ethyl 3-(6-(1,3-dioxoisoindolin-2-yl)hex-1-enyl)-5-fluoro-1-(3-(naphthalen-1-yloxy)propyl)-1H-indole-2-carboxylate), [OH-].[Na+] (NaOH). The solvent is O1CCCC1 (tetrahydrofuran), CO (methanol). Conditions: temperature 50 celsius. The product is C(=O)(O)C1=C(C(=O)NCCCC/C=C/C2=C(N(C3=CC=C(C=C23)F)CCCOC2=CC=CC3=CC=CC=C23)C(=O)O)C=CC=C1 (3-((1E)-6-((2-carboxybenzoyl)amino)hex-1-enyl)-5-fluoro-1-(3-(1-naphthyloxy)propyl)-1H-indole-2-carboxylic acid). Reaction SMILES: [O:1]=[C:2]1[C:10]2[C:5](=[CH:6][CH:7]=[CH:8][CH:9]=2)[C:4](=[O:11])[N:3]1[CH2:12][CH2:13][CH2:14][CH2:15]/[CH:16]=[CH:17]/[C:18]1[C:26]2[C:21](=[CH:22][CH:23]=[C:24]([F:27])[CH:25]=2)[N:20]([CH2:28][CH2:29][CH2:30][O:31][C:32]2[C:41]3[C:36](=[CH:37][CH:38]=[CH:39][CH:40]=3)[CH:35]=[CH:34][CH:33]=2)[C:19]=1[C:42]([O:44]CC)=[O:43].[OH-:47].[Na+]>O1CCCC1.CO>[C:2]([C:10]1[CH:9]=[CH:8][CH:7]=[CH:6][C:5]=1[C:4]([NH:3][CH2:12][CH2:13][CH2:14][CH2:15]/[CH:16]=[CH:17]/[C:18]1[C:26]2[C:21](=[CH:22][CH:23]=[C:24]([F:27])[CH:25]=2)[N:20]([CH2:28][CH2:29][CH2:30][O:31][C:32]2[C:41]3[C:36](=[CH:37][CH:38]=[CH:39][CH:40]=3)[CH:35]=[CH:34][CH:33]=2)[C:19]=1[C:42]([OH:44])=[O:43])=[O:11])([OH:47])=[O:1] |f:1.2|. Procedure details: A mixture of EXAMPLE 160A (531 mg) and potassium 1,3-dioxoisoindolin-2-ide (213 mg) in N,N-dimethylformamide (10 ml) was heated at 80° C. for 8 hours. The reaction was diluted with ethyl acetate and washed with water. The organic layer was dried over sodium sulfate and was concentrated. The residue was purified by flash chromatography, eluting with 0-100% ethyl acetate in dichloromethane to give (E)-ethyl 3-(6-(1,3-dioxoisoindolin-2-yl)hex-1-enyl)-5-fluoro-1-(3-(naphthalen-1-yloxy)propyl)-1H-ind... Starting materials: FC1=C(C(=CC=C1N)F)NC1=NC=CC=C1C1=C2N=CN(C2=NC=N1)C1OCCCC1 (2,6-difluoro-N1-(3-(9-(tetrahydro-2H-pyran-2-yl)-9H-purin-6-yl)pyridin-2-yl)benzene-1,3-diamine), target compound, FC(C=1C=C(C=CC1)S(=O)(=O)Cl)(F)F (3-(trifluoromethyl)benzene sulfonyl chloride), N1=CC=CC=C1 (pyridine). Solvent: ClCCl (dichloromethane). Reaction conditions: temperature 50 celsius, time 2 hour. Yields the product FC1=C(C=CC(=C1NC1=NC=CC=C1C1=C2N=CN(C2=NC=N1)C1OCCCC1)F)NS(=O)(=O)C1=CC(=CC=C1)C(F)(F)F (N-(2,4-difluoro-3-(3-(9-(tetrahydro-2H-pyran-2-yl)-9H-purin-6-yl)pyridin-2-ylamino)phenyl)-3-(trifluoromethyl)benzenesulfonamide). Yield: 54.0%. RXN SMILES: [F:1][C:2]1[C:7]([NH2:8])=[CH:6][CH:5]=[C:4]([F:9])[C:3]=1[NH:10][C:11]1[C:16]([C:17]2[N:25]=[CH:24][N:23]=[C:22]3[C:18]=2[N:19]=[CH:20][N:21]3[CH:26]2[CH2:31][CH2:30][CH2:29][CH2:28][O:27]2)=[CH:15][CH:14]=[CH:13][N:12]=1.[F:32][C:33]([F:45])([F:44])[C:34]1[CH:35]=[C:36]([S:40](Cl)(=[O:42])=[O:41])[CH:37]=[CH:38][CH:39]=1.N1C=CC=CC=1>ClCCl>[F:1][C:2]1[C:3]([NH:10][C:11]2[C:16]([C:17]3[N:25]=[CH:24][N:23]=[C:22]4[C:18]=3[N:19]=[CH:20][N:21]4[CH:26]3[CH2:31][CH2:30][CH2:29][CH2:28][O:27]3)=[CH:15][CH:14]=[CH:13][N:12]=2)=[C:4]([F:9])[CH:5]=[CH:6][C:7]=1[NH:8][S:40]([C:36]1[CH:37]=[CH:38][CH:39]=[C:34]([C:33]([F:32])([F:44])[F:45])[CH:35]=1)(=[O:42])=[O:41]. Procedure: The 2,6-difluoro-N1-(3-(9-(tetrahydro-2H-pyran-2-yl)-9H-purin-6-yl)pyridin-2-yl)benzene-1,3-diamine (20 mg, 0.047 mmol) prepared at Step 9 was added and dissolved into dichloromethane solvent. 3-(trifluoromethyl)benzene sulfonyl chloride (8 uL, 0.052 mmol) and pyridine (8 uL, 0.094 mmol) were added into the reaction solution and stirred at 50° C. for 2 hours. After the reaction, the reactant was washed with 1N aqueous hydrochloric acid solution and salt water. After extraction with dichlorometha... Reactants: ClCC(=O)N(C)OC (2-chloro-N-methoxy-N-methylacetamide), II (iodine), solution, BrC1=CC=CC=2SC=CC21 (4-bromobenzo[b]thiophene), BrC1=CC2=C(S1)C=CC=C2 (bromobenzo[b]thiophene), [Cl-].[NH4+] (ammonium chloride), [Mg] (magnesium). The solvent is O1CCCC1 (tetrahydrofuran), O1CCCC1 (tetrahydrofuran), O1CCCC1 (tetrahydrofuran). Reaction conditions: temperature 55 celsius. Yields the product S1C2=C(C=C1)C(=CC=C2)C(CCl)=O (1-(benzo[b]thiophen-4-yl)-2-chloroethan-1-one). Reaction SMILES: [Mg].Br[C:3]1[C:11]2[CH:10]=[CH:9][S:8][C:7]=2[CH:6]=[CH:5][CH:4]=1.II.BrC1SC2C=CC=CC=2C=1.[Cl:24][CH2:25][C:26](N(OC)C)=[O:27].[Cl-].[NH4+]>O1CCCC1>[S:8]1[CH:9]=[CH:10][C:11]2[C:3]([C:26](=[O:27])[CH2:25][Cl:24])=[CH:4][CH:5]=[CH:6][C:7]1=2 |f:5.6|. Procedure details: To a suspension of magnesium turnings (0.41 g) in tetrahydrofuran (5 ml) under nitrogen were added 1 ml of a solution of 4-bromobenzo[b]thiophene (3.45 g, prepared in a manner similar to that described in Bull. Soc. Chim. Fr., 1966, 11, 3667) in tetrahydrofuran (15 ml) and a crystal of iodine. The mixture was stirred at 50-60° C. and once the reaction had initiated the rest of the bromobenzo[b]thiophene solution was added dropwise at 50-60° C. over 10 minutes. The mixture was stirred for a furth...